This data is from the Open Reaction Database (ORD), a public repository of structured organic reaction records. The task is: describe an organic reaction: reactants, conditions, products, and yield The reactants are FC(C=1C=C(C=CC1)NC(=O)C1=NOC2=C1C=CC(=C2)OCC2=CC=CC=C2)(F)F (6-benzyloxy-benzo[d]isoxazole-3-carboxylic acid (3-trifluoromethyl-phenyl)-amide), CCCCCC (hexane). The reagents and catalysts are [Pd] (Pd/C). Solvent: C1CCOC1 (THF). The product is FC(C=1C=C(C=CC1)NC(=O)C1=NOC2=C1C=CC(=C2)O)(F)F (6-Hydroxy-benzo[d]isoxazole-3-carboxylic acid (3-trifluoromethyl-phenyl)-amide). RXN SMILES: [F:1][C:2]([F:30])([F:29])[C:3]1[CH:4]=[C:5]([NH:9][C:10]([C:12]2[C:16]3[CH:17]=[CH:18][C:19]([O:21]CC4C=CC=CC=4)=[CH:20][C:15]=3[O:14][N:13]=2)=[O:11])[CH:6]=[CH:7][CH:8]=1.CCCCCC>C1COCC1.[Pd]>[F:30][C:2]([F:1])([F:29])[C:3]1[CH:4]=[C:5]([NH:9][C:10]([C:12]2[C:16]3[CH:17]=[CH:18][C:19]([OH:21])=[CH:20][C:15]=3[O:14][N:13]=2)=[O:11])[CH:6]=[CH:7][CH:8]=1. Reported procedure: Hydrogenation of 202 mg (0.49 mMol) 6-benzyloxy-benzo[d]isoxazole-3-carboxylic acid (3-trifluoromethyl-phenyl)-amide dissolved in 6 ml THF in presence of 70 mg Pd/C (10%, Engelhard 4505), filtration, concentration of the filtrate and trituration from hexane gives the title compound: MS: [M−1]=321; TLC(hexane/EtOAc 1:1): Rf=0.51.